Dataset: the Open Reaction Database (ORD), a public repository of structured organic reaction records. Task: describe an organic reaction: reactants, conditions, products, and yield Reactants: C(C)OC(COC1=CC=C(C=C1)C1=C(NC(C(=C1)C#N)=O)C)=O ([4-(5-Cyano-2-methyl-6-oxo-1,6-dihydro-pyridin-3-yl)phenoxy]-acetic acid ethyl ester), O.[OH-].[Li+] (lithium hydroxide mono hydrate). The solvent is O (water), O1CCOCC1 (1,4-dioxane), O (water). Run at time 2 hour. Product: C(#N)C1=CC(=C(NC1=O)C)C1=CC=C(OCC(=O)O)C=C1 ([4-(5-Cyano-2-methyl-6-oxo-1,6-dihydro-pyridin-3-yl)-phenoxy]-acetic acid). Yield: 64.0%. As a reaction SMILES: C([O:3][C:4](=[O:23])[CH2:5][O:6][C:7]1[CH:12]=[CH:11][C:10]([C:13]2[CH:18]=[C:17]([C:19]#[N:20])[C:16](=[O:21])[NH:15][C:14]=2[CH3:22])=[CH:9][CH:8]=1)C.O.[OH-].[Li+]>O1CCOCC1.O>[C:19]([C:17]1[C:16](=[O:21])[NH:15][C:14]([CH3:22])=[C:13]([C:10]2[CH:11]=[CH:12][C:7]([O:6][CH2:5][C:4]([OH:23])=[O:3])=[CH:8][CH:9]=2)[CH:18]=1)#[N:20] |f:1.2.3|. Procedure details: To a stirred solution of [4-(5-Cyano-2-methyl-6-oxo-1,6-dihydro-pyridin-3-yl)phenoxy]-acetic acid ethyl ester (7, 1.3 g, 4.16 mmol) in a mixture of 1,4-dioxane (25 mL) and water (25 mL) was added lithium hydroxide mono hydrate (700 mg, 16.7 mmol). The reaction mixture was stirred for 2 h at ambient temperature, diluted with water (50 mL), washed with diethylether (2×25 mL), cooled to 0° C. and acidified to pH 2 with aqueous hydrochloric acid (5 N). After standing at ambient temperature overnight... The reactants are CC(=O)C1=CC(=C(C=C1)O)OC (4hydroxy-3-methoxyacetophenone), C(=O)([O-])[O-].[K+].[K+] (K2CO3), ClC\C=C/CCl (cis-1,4-dichloro-2-butene). Solvent: C(C)#N (acetonitrile). The product is ClC\C=C/COC1=C(C=CC=C1OC)C(C)=O ((Z)1-[[(4-chloro-2-butenyl)oxy]-3-methoxyphenyl]ethanone). The yield is 106.8%. RXN SMILES: [CH3:1][C:2]([C:4]1[CH:9]=[CH:8][C:7](O)=[C:6]([O:11][CH3:12])[CH:5]=1)=[O:3].[C:13]([O-:16])([O-])=O.[K+].[K+].[Cl:19][CH2:20]/[CH:21]=[CH:22]\CCl>C(#N)C>[Cl:19][CH2:20]/[CH:21]=[CH:22]\[CH2:13][O:16][C:5]1[C:6]([O:11][CH3:12])=[CH:7][CH:8]=[CH:9][C:4]=1[C:2](=[O:3])[CH3:1] |f:1.2.3|. Reported procedure: A stirred mixture of 4hydroxy-3-methoxyacetophenone (16.6 g, 10 mmole), K2CO3 (14 g, 100 mmol) and cis-1,4-dichloro-2-butene (Aldrich, 15 g, 120 mmol) in acetonitrile (250 ml) was heated at reflux for 2.5 hours. The mixture was filtered and concentrated to an oil. Purification was by flash chromatography. The fractions containing the purest product were combined and concentrated to give white crystals, 7.7 g, 30%. This was recrystallized from ether to give analytical pure (Z)1-[[(4-chloro-2-bute... The reactants are BrC=1C=CC(=NC1)C1(CC1)C#N (1-(5-bromo-pyridin-2-yl)-cyclopropanecarbonitrile), [OH-].[Na+] (NaOH), C(C)O (ethanol), Cl (hydrochloric acid). Conditions: time 14 hour. Procedure: A flask charged with a stir bar, 1-(5-bromo-pyridin-2-yl)-cyclopropanecarbonitrile (1.00 g), 25% aqueous NaOH solution (1 mL), and ethanol (10 mL) was heated to 100° C., and the mixture was stirred at this temperature for 14 h. After cooling to room temperature, the solution was poured into ice-cold saturated aqueous Na2HPO4 solution and the resulting mixture was adjusted to pH 4 by the addition of 1 M aqueous hydrochloric acid. The mixture was extracted with ethyl acetate and the combined extra... Yields the product BrC=1C=CC(=NC1)C1(CC1)C(=O)O (1-(5-bromo-pyridin-2-yl)-cyclopropanecarboxylic acid). Reaction SMILES: [Br:1][C:2]1[CH:3]=[CH:4][C:5]([C:8]2([C:11]#N)[CH2:10][CH2:9]2)=[N:6][CH:7]=1.[OH-:13].[Na+].Cl.C([OH:18])C>>[Br:1][C:2]1[CH:3]=[CH:4][C:5]([C:8]2([C:11]([OH:18])=[O:13])[CH2:10][CH2:9]2)=[N:6][CH:7]=1 |f:1.2|. Reactants: [N-]=[N+]=[N-].[Na+] (sodium azide), C(C1=CC=CC=C1)O[C@H]1[C@@H]([C@@H](OC1(COS(=O)(=O)C)COS(=O)(=O)C)N1C2=NC=NC(=C2N=C1)NC(C1=CC=CC=C1)=O)I (9-(3-O-Benzyl-2-deoxy-2-iodo-5-O-methanesulfonyl-4-C-(methanesulfonyloxymethyl)-β-D-threo-pentofuranosyl)-6-N-benzoyladenine), [N-]=[N+]=[N-] (azide). The solvent is CN(C)C=O.O (DMF water). Conditions: temperature 80 celsius, time 8 hour. Product: N(=[N+]=[N-])[C@H]1[C@@H](OC([C@H]1OCC1=CC=CC=C1)(COS(=O)(=O)C)COS(=O)(=O)C)N1C2=NC=NC(=C2N=C1)NC(C1=CC=CC=C1)=O (9-(2-azido-3-O-Benzyl-2-deoxy-5-O-methanesulfonyl-4-C-(methanesulfonyloxymethyl)-β-D-erythro-pentofuranosyl)-6-N-benzoyladenine). Reaction SMILES: [CH2:1]([O:8][C@@H:9]1[C:13]([CH2:20][O:21][S:22]([CH3:25])(=[O:24])=[O:23])([CH2:14][O:15][S:16]([CH3:19])(=[O:18])=[O:17])[O:12][C@@H:11]([N:26]2[CH:34]=[N:33][C:32]3[C:27]2=[N:28][CH:29]=[N:30][C:31]=3[NH:35][C:36](=[O:43])[C:37]2[CH:42]=[CH:41][CH:40]=[CH:39][CH:38]=2)[C@H:10]1I)[C:2]1[CH:7]=[CH:6][CH:5]=[CH:4][CH:3]=1.[N-:45]=[N+:46]=[N-:47].[Na+].[N-]=[N+]=[N-]>CN(C=O)C.O>[N:45]([C@@H:10]1[C@H:9]([O:8][CH2:1][C:2]2[CH:7]=[CH:6][CH:5]=[CH:4][CH:3]=2)[C:13]([CH2:20][O:21][S:22]([CH3:25])(=[O:24])=[O:23])([CH2:14][O:15][S:16]([CH3:19])(=[O:18])=[O:17])[O:12][C@H:11]1[N:26]1[CH:34]=[N:33][C:32]2[C:27]1=[N:28][CH:29]=[N:30][C:31]=2[NH:35][C:36](=[O:43])[C:37]1[CH:42]=[CH:41][CH:40]=[CH:39][CH:38]=1)=[N+:46]=[N-:47] |f:1.2,4.5|. Procedure: Compound 87 (30 mg) was dissolved in DMF/water 1:1 (2 ml) and followed by sodium azide (26 mg, 10 equiv.). The reaction mixture stirred at 80° C. overnight. LCMS confirms conversion of starting material to product substituted with azide. Starting materials: O1N=C(C=C1)NC[C@H]1CN(C(O1)=O)C1=CC(=C(C=C1)N1C[C@H](CC1)NC(C)=O)F (5(S)-Isoxazol-3-ylaminomethyl-3-(4-(3(S)-acetamidopyrrolidin-1-yl)-3-fluorophenyl)oxazolidin-2-one), Cl.O1C(NCC1)=O (oxazolidin-2-one hydrochloride salt), ClC(=O)OCCOC (2-methoxyethyl chloroformate). Yields the product COCCOC(=O)N[C@@H]1CN(CC1)C1=C(C=C(C=C1)N1C(O[C@H](C1)CNC1=NOC=C1)=O)F (3-(4-(3(S)-(2-Methoxyethoxycarbonylamino)pyrrolidin-1-yl)-3-fluorophenyl)-5(S)-(isoxazol-3-ylaminomethyl)oxazolidin-2-one). RXN SMILES: [O:1]1[CH:5]=[CH:4][C:3]([NH:6][CH2:7][C@@H:8]2[O:12][C:11](=[O:13])[N:10]([C:14]3[CH:19]=[CH:18][C:17]([N:20]4[CH2:24][CH2:23][C@H:22]([NH:25]C(=O)C)[CH2:21]4)=[C:16]([F:29])[CH:15]=3)[CH2:9]2)=[N:2]1.Cl.O1CCNC1=O.Cl[C:38]([O:40][CH2:41][CH2:42][O:43][CH3:44])=[O:39]>>[CH3:44][O:43][CH2:42][CH2:41][O:40][C:38]([NH:25][C@H:22]1[CH2:23][CH2:24][N:20]([C:17]2[CH:18]=[CH:19][C:14]([N:10]3[CH2:9][C@H:8]([CH2:7][NH:6][C:3]4[CH:4]=[CH:5][O:1][N:2]=4)[O:12][C:11]3=[O:13])=[CH:15][C:16]=2[F:29])[CH2:21]1)=[O:39] |f:1.2|. Procedure details: Using essentially the method for the intermediate of Example 12, starting from 3-(4(3(S)-aminopyrrolidin-1-yl)-3-fluorophenyl)-5(R)-(N-2,2,2-trichloroethyloxycarbonyl)isoxazol-3-ylaminomethyl)oxazolidin-2-one hydrochloride salt (419 mg, 0.73 mM) and 2-methoxyethyl chloroformate (450 mg, 3.27 mM) gave the title compound (442 mg).